This data is from the Open Reaction Database (ORD), a public repository of structured organic reaction records. The task is: describe an organic reaction: reactants, conditions, products, and yield Procedure: Example 243a was synthesized using the same procedure as 121b, except using compound 230a (446 mg, 0.9 mmol), 5-bromo-1-methyl-3-(5-(1-methylpyrrolidin-2-yl)pyridin-2-ylamino)pyridin-2(1H)-one (229a) (281 mg, 0.8 mmol), 1M sodium carbonate solution (2.7 mL, 2.7 mmol), tetrakis(triphenylphosphine)-palladium(0) (47 mg, 0.040 mmol) and 1,2-dimethoxyethane (6.5 mL).The reaction mixture was heated at 130° C. for 15 minutes in the microwave reactor. Work-up and flash column chromato-graphy (silica, 9:... Conditions: temperature 130 celsius. Reagents/catalysts: [Pd].C1(=CC=CC=C1)P(C1=CC=CC=C1)C1=CC=CC=C1.C1(=CC=CC=C1)P(C1=CC=CC=C1)C1=CC=CC=C1.C1(=CC=CC=C1)P(C1=CC=CC=C1)C1=CC=CC=C1.C1(=CC=CC=C1)P(C1=CC=CC=C1)C1=CC=CC=C1 (tetrakis(triphenylphosphine)-palladium(0)). The yield is 67.0%. Starting materials: C(C)(=O)OCC1=C(C=CC=C1C=1N=C(C(N(C1)C)=O)NC1=CC=C(C=C1)C1CCNCC1)N1CCC=2C=3CCCCC3SC2C1=O (5-[2-(Acetoxymethyl)-3-(4-methyl-5-oxo-6-{[4-(piperidin-4-yl)phenyl]-amino}-4,5-dihydropyrazin-2-yl)phenyl]-8-thia-5-azatricyclo[7.4.0.02,7]trideca-1(9),2(7)-dien-6-one), C(C)(=O)OCC1=C(C=C(C=C1N1C(C2=CC=3CC(CC3N2CC1)(C)C)=O)F)B1OC(C(O1)(C)C)(C)C (2-(4,4,5,5-Tetramethyl-[1,3,2]dioxaborolan-2-yl)-4-fluoro-6-(9-oxo-4,4-dimethyl-1,10diazatricyclo[6.4.0.02,6]-dodeca-2(6),7-dien-10-yl)benzyl Acetate), BrC=1C=C(C(N(C1)C)=O)NC1=NC=C(C=C1)C1N(CCC1)C (5-Bromo-1-methyl-3-(5-(1-methylpyrrolidin-2-yl)pyridin-2-ylamino)pyridin-2(1H)-one), C([O-])([O-])=O.[Na+].[Na+] (sodium carbonate). Product: FC=1C=C(C(=C(C1)N1C(C2=CC=3CC(CC3N2CC1)(C)C)=O)COC(C)=O)C1=CN(C(C(=C1)NC1=NC=C(C=C1)C1N(CCC1)C)=O)C (10-[5-Fluoro-2-(acetoxymethyl)-3-(1-methyl-5-{[5-(1-methylpyrrolidin-2-yl)pyridine-2-yl]amino}-6-oxo-1,6-dihydropyridin-3-yl)phenyl]-4,4-dimethyl-1,10-diazatricyclo[6.4.0.02,6]dodeca-2(6),7-dien-9-one). Reaction SMILES: C(OCC1C(C2N=C(NC3C=CC(C4CCNCC4)=CC=3)C(=O)N(C)C=2)=CC=CC=1N1C(=O)C2SC3CCCCC=3C=2CC1)(=O)C.[C:47]([O:50][CH2:51][C:52]1[C:57]([N:58]2[CH2:69][CH2:68][N:67]3[C:60](=[CH:61][C:62]4[CH2:63][C:64]([CH3:71])([CH3:70])[CH2:65][C:66]=43)[C:59]2=[O:72])=[CH:56][C:55]([F:73])=[CH:54][C:53]=1B1OC(C)(C)C(C)(C)O1)(=[O:49])[CH3:48].Br[C:84]1[CH:85]=[C:86]([NH:92][C:93]2[CH:98]=[CH:97][C:96]([CH:99]3[CH2:103][CH2:102][CH2:101][N:100]3[CH3:104])=[CH:95][N:94]=2)[C:87](=[O:91])[N:88]([CH3:90])[CH:89]=1.C(=O)([O-])[O-].[Na+].[Na+]>[Pd].C1(P(C2C=CC=CC=2)C2C=CC=CC=2)C=CC=CC=1.C1(P(C2C=CC=CC=2)C2C=CC=CC=2)C=CC=CC=1.C1(P(C2C=CC=CC=2)C2C=CC=CC=2)C=CC=CC=1.C1(P(C2C=CC=CC=2)C2C=CC=CC=2)C=CC=CC=1.C(Cl)Cl.CO.COCCOC>[F:73][C:55]1[CH:54]=[C:53]([C:84]2[CH:85]=[C:86]([NH:92][C:93]3[CH:98]=[CH:97][C:96]([CH:99]4[CH2:103][CH2:102][CH2:101][N:100]4[CH3:104])=[CH:95][N:94]=3)[C:87](=[O:91])[N:88]([CH3:90])[CH:89]=2)[C:52]([CH2:51][O:50][C:47](=[O:49])[CH3:48])=[C:57]([N:58]2[CH2:69][CH2:68][N:67]3[C:60](=[CH:61][C:62]4[CH2:63][C:64]([CH3:70])([CH3:71])[CH2:65][C:66]=43)[C:59]2=[O:72])[CH:56]=1 |f:3.4.5,6.7.8.9.10,11.12|. Solvent: C(Cl)Cl.CO (methylene chloride methanol), COCCOC (1,2-dimethoxyethane). Starting materials: [BH4-].[Na+] (sodium borohydride), Cl (hydrochloric acid), BrC=1C(=C2C(CCSC2=CC1)=O)C (6-bromo-5-methylthiochroman-4-one), C(Cl)Cl (methylene chloride), ice. Run in CO (methanol). Run at temperature 0 celsius. Product: BrC=1C(=C2C(CCSC2=CC1)OC)C (6-bromo-4-methoxy-5-methylthiochroman). As a reaction SMILES: [Br:1][C:2]1[C:3]([CH3:13])=[C:4]2[C:9](=[CH:10][CH:11]=1)[S:8][CH2:7][CH2:6][C:5]2=[O:12].[BH4-].[Na+].Cl.[CH2:17](Cl)Cl>CO>[Br:1][C:2]1[C:3]([CH3:13])=[C:4]2[C:9](=[CH:10][CH:11]=1)[S:8][CH2:7][CH2:6][CH:5]2[O:12][CH3:17] |f:1.2|. Reported procedure: 4.4 Grams (0.017 mol) of 6-bromo-5-methylthiochroman-4-one was dissolved in 10 ml of methylene chloride and 10 ml of methanol. The solution was cooled to 0° C. with a salt water-ice bath. 0.32 Grams (0.0085 mol) of sodium borohydride was gradually added so that the temperature did not exceed 10° C. While the mixture was cooled with the ice bath, it was allowed to react for 1 hour. Then, the reaction mixture was poured into 100 ml of 5% hydrochloric acid, and extracted with methylene chloride. Th... As a reaction SMILES: [Cl:1][C:2]1[CH:7]=[CH:6][C:5]([OH:8])=[CH:4][CH:3]=1.CC(C)([O-])C.[K+].[CH3:15][S:16]([C:19]1[CH:24]=[CH:23][C:22](F)=[CH:21][CH:20]=1)(=[O:18])=[O:17]>CS(C)=O>[CH3:15][S:16]([C:19]1[CH:24]=[CH:23][CH:22]=[CH:21][C:20]=1[O:8][C:5]1[CH:6]=[CH:7][C:2]([Cl:1])=[CH:3][CH:4]=1)(=[O:18])=[O:17] |f:1.2|. Run in CS(=O)C (DMSO), CS(=O)C (DMSO). Reported procedure: A solution of 4-chlorophenol (5.54 g, 43 mmol) in DMSO (75 mL) was treated sequentially with potassium t-butoxide (5.15 g, 46 mmol) then with a solution of 4-fluorophenyl methyl sulfone (5.00 g, 29 mmol) in DMSO (25 mL), heated at 120° C. for 2 hours, cooled to rt, then partitioned between dichloromethane and 1 N sodium hydroxide, dried (Mg2SO4), filtered, and concentrated to give crude product as a white solid. Recrystallization from ethyl acetate and hexane afforded 5.44 g (66%) of the title c... Product: CS(=O)(=O)C1=C(C=CC=C1)OC1=CC=C(C=C1)Cl (4-chlorophenoxyphenyl methyl sulfone). The yield is 66.3%. Reactants: ClC1=CC=C(C=C1)O (4-chlorophenol), CC(C)([O-])C.[K+] (potassium t-butoxide), CS(=O)(=O)C1=CC=C(C=C1)F (4-fluorophenyl methyl sulfone). Reactants: CNC(=O)c1ccc(CCC(=O)O)cc1, COCCNC(=O)c1ccc(CCC(=O)NCC(=O)N(C)c2ccc(Cl)c(COc3cccc4c3nc(OC)n4Cc3ccccn3)c2Cl)cc1, COc1nc2c(OCc3c(Cl)ccc(N(C)C(=O)CN)c3Cl)cccc2n1Cc1ccccn1. The product is CNC(=O)c1ccc(CCC(=O)NCC(=O)N(C)c2ccc(Cl)c(COc3cccc4c3nc(OC)n4Cc3ccccn3)c2Cl)cc1. As a reaction SMILES: [CH3:1][NH:2][C:3]([c:4]1[cH:5][cH:6][c:7]([CH2:8][CH2:9][C:10]([OH:11])=[O:12])[cH:13][cH:14]1)=[O:15].[Cl:50][c:51]1[c:52]([N:78]([C:79]([CH2:80][NH:81][C:82]([CH2:83][CH2:84][c:85]2[cH:86][cH:87][c:88]([C:89](=[O:90])[NH:91][CH2:92][CH2:93][O:94][CH3:95])[cH:96][cH:97]2)=[O:98])=[O:99])[CH3:100])[cH:53][cH:54][c:55]([Cl:77])[c:56]1[CH2:57][O:58][c:59]1[cH:60][cH:61][cH:62][c:63]2[n:64]([CH2:70][c:71]3[n:72][cH:73][cH:74][cH:75][cH:76]3)[c:65]([O:68][CH3:69])[n:66][c:67]12.[NH2:16][CH2:17][C:18]([N:19]([c:20]1[cH:21][cH:22][c:23]([Cl:24])[c:25]([CH2:26][O:27][c:28]2[c:29]3[n:30][c:31]([O:32][CH3:33])[n:34]([CH2:35][c:36]4[cH:37][cH:38][cH:39][cH:40][n:41]4)[c:42]3[cH:43][cH:44][cH:45]2)[c:46]1[Cl:47])[CH3:48])=[O:49]>>[Cl:50][c:51]1[c:52]([N:78]([C:79]([CH2:80][NH:81][C:82]([CH2:83][CH2:84][c:85]2[cH:86][cH:87][c:88]([C:89](=[O:90])[NH:91][CH3:92])[cH:96][cH:97]2)=[O:98])=[O:99])[CH3:100])[cH:53][cH:54][c:55]([Cl:77])[c:56]1[CH2:57][O:58][c:59]1[cH:60][cH:61][cH:62][c:63]2[n:64]([CH2:70][c:71]3[n:72][cH:73][cH:74][cH:75][cH:76]3)[c:65]([O:68][CH3:69])[n:66][c:67]12. Reaction SMILES: [Br:1][CH2:2][CH2:3][C:4]1[CH:16]=[CH:15][C:7]([O:8][CH2:9][C:10]([O:12][CH2:13][CH3:14])=[O:11])=[C:6]([OH:17])[CH:5]=1.C(=O)([O-])[O-].[K+].[K+].[CH2:24](Br)[C:25]1[CH:30]=[CH:29][CH:28]=[CH:27][CH:26]=1.O>CN(C)C=O>[CH2:24]([O:17][C:6]1[CH:5]=[C:4]([CH2:3][CH2:2][Br:1])[CH:16]=[CH:15][C:7]=1[O:8][CH2:9][C:10]([O:12][CH2:13][CH3:14])=[O:11])[C:25]1[CH:30]=[CH:29][CH:28]=[CH:27][CH:26]=1 |f:1.2.3|. The reactants are BrCCC1=CC(=C(OCC(=O)OCC)C=C1)O (ethyl 2-[4-(2-bromoethyl)-2-hydroxyphenoxy]acetate), C([O-])([O-])=O.[K+].[K+] (potassium carbonate), C(C1=CC=CC=C1)Br (benzyl bromide), O (water). Procedure details: To a solution of ethyl 2-[4-(2-bromoethyl)-2-hydroxyphenoxy]acetate (400 mg) in N,N-dimethylformamide (4 ml) were added potassium carbonate (200 mg) and benzyl bromide (0.17 ml) and the mixture was stirred for 13.5 hours at room temperature. The reaction mixture was poured into water and extracted with a mixed solution of diethyl ether and ethyl acetate (3/1). The extract was washed with water and brine, and dried over anhydrous magnesium sulfate. After the solvent was removed under reduced pres... Solvent: CN(C=O)C (N,N-dimethylformamide). Reaction conditions: time 13.5 hour. Product: C(C1=CC=CC=C1)OC1=C(OCC(=O)OCC)C=CC(=C1)CCBr (ethyl 2-[2-benzyloxy-4-(2-bromoethyl)phenoxy]acetate). Reactants: CC(C)(C)OC(=O)Nc1ccc(Br)cc1NC(=O)OC(C)(C)C, O=C([O-])[O-], CS(=O)(=O)c1ccccc1B(O)O, COCCOC, [Na+], [Na+], O. Yields the product CC(C)(C)OC(=O)Nc1ccc(-c2ccccc2S(C)(=O)=O)cc1NC(=O)OC(C)(C)C. As a reaction SMILES: [C:1]([CH3:2])([CH3:3])([CH3:4])[O:5][C:6]([NH:7][c:8]1[c:9]([NH:15][C:16](=[O:17])[O:18][C:19]([CH3:20])([CH3:21])[CH3:22])[cH:10][cH:11][c:12]([Br:14])[cH:13]1)=[O:23].[C:37](=[O:38])([O-:39])[O-:40].[CH3:24][S:25](=[O:26])(=[O:27])[c:28]1[c:29]([B:34]([OH:35])[OH:36])[cH:30][cH:31][cH:32][cH:33]1.[CH3:43][O:44][CH2:45][CH2:46][O:47][CH3:48].[Na+:41].[Na+:42].[OH2:49]>>[C:1]([CH3:2])([CH3:3])([CH3:4])[O:5][C:6]([NH:7][c:8]1[c:9]([NH:15][C:16](=[O:17])[O:18][C:19]([CH3:20])([CH3:21])[CH3:22])[cH:10][cH:11][c:12](-[c:29]2[c:28]([S:25]([CH3:24])(=[O:26])=[O:27])[cH:33][cH:32][cH:31][cH:30]2)[cH:13]1)=[O:23]. The product is CC(=O)C=CSc1ccc2ccccc2c1. Reaction SMILES: [C:31](=[O:32])([O-:33])[OH:34].[CH3:1][O:2][CH:3]=[CH:4][C:5]([CH3:6])=[O:7].[Na+:35].[OH2:19].[c:20]1([CH3:21])[cH:22][cH:23][c:24]([S:25]([OH:26])(=[O:27])=[O:28])[cH:29][cH:30]1.[cH:36]1[cH:37][cH:38][cH:39][cH:40][cH:41]1.[cH:8]1[c:9]([SH:18])[cH:10][cH:11][c:12]2[cH:13][cH:14][cH:15][cH:16][c:17]12>>[CH:3](=[CH:4][C:5]([CH3:6])=[O:7])[S:18][c:9]1[cH:8][c:17]2[c:12]([cH:11][cH:10]1)[cH:13][cH:14][cH:15][cH:16]2. The reactants are O=C([O-])O, COC=CC(C)=O, [Na+], O, Cc1ccc(S(=O)(=O)O)cc1, c1ccccc1, Sc1ccc2ccccc2c1. Reactants: O=C(CN1CCNCC1)N1CCCC1, O=C1CCC(=O)O1, C1COCCO1. Product: O=C(O)CCC(=O)N1CCN(CC(=O)N2CCCC2)CC1. RXN SMILES: [N:8]1([C:13](=[O:14])[CH2:15][N:16]2[CH2:17][CH2:18][NH:19][CH2:20][CH2:21]2)[CH2:9][CH2:10][CH2:11][CH2:12]1.[O:1]=[C:2]1[CH2:3][CH2:4][C:5](=[O:6])[O:7]1.[O:22]1[CH2:23][CH2:24][O:25][CH2:26][CH2:27]1>>[O:1]=[C:2]([CH2:3][CH2:4][C:5](=[O:6])[N:19]1[CH2:18][CH2:17][N:16]([CH2:15][C:13]([N:8]2[CH2:9][CH2:10][CH2:11][CH2:12]2)=[O:14])[CH2:21][CH2:20]1)[OH:7]. The reactants are O.O.O.O.O.O.S(=O)(=O)([O-])[O-].[Zn+2] (zinc sulfate-hexahydrate), [OH-].[Na+] (sodium hydroxide), [OH-].[Na+] (sodium hydroxide), N1C=NC=C1 (imidazole), N1C=NC=C1 (imidazole). Solvent: O (water), O (water). Reaction conditions: temperature 80 celsius, time 3 hour. The product is [N-]1C=NC=C1.[Zn+2].[N-]1C=NC=C1 (Zinc (II) Imidazolate). RXN SMILES: [NH:1]1[CH:5]=[CH:4][N:3]=[CH:2]1.[OH-].[Na+].O.O.O.O.O.O.S([O-])([O-])(=O)=O.[Zn+2:19]>O>[N-:1]1[CH:5]=[CH:4][N:3]=[CH:2]1.[Zn+2:19].[N-:1]1[CH:5]=[CH:4][N:3]=[CH:2]1 |f:1.2,3.4.5.6.7.8.9.10,12.13.14|. Procedure details: A solution was prepared by adding 9.5 g of imidazole (0.14 mol) to 200 mL of water while stirring with a stir bar. Then 5.8 g of sodium hydroxide were added to the imidazole solution dropwise while stirring. After complete dissolution of the sodium hydroxide, the solution was added dropwise over a 15 minute period to a stirred aqueous solution of 20 g (0.07 mol) of zinc sulfate-hexahydrate in 1000 mL of water. Immediately a white precipitate formed. Stirring continued for 3 hours with heating to...